From a dataset of the Open Reaction Database (ORD), a public repository of structured organic reaction records. describe an organic reaction: reactants, conditions, products, and yield The reactants are ClC1=CC(=C(C=C1OC(C)C)CC(=O)OCC)F (ethyl 4-chloro-2-fluoro-5-isopropoxyphenylacetate), [H-].[Na+] (sodium hydride), Cl (hydrochloric acid), C(=O)OCC (ethyl formate). Procedure details: Then, 1.1 g of sodium hydride (60% in oil) was suspended in 50 ml of tetrahydrofuran, and the mixture was cooled to 5° C., to which a solution of 7.2 g of ethyl 4-chloro-2-fluoro-5-isopropoxyphenylacetate in 80 ml of tetrahydrofuran was slowly added dropwise. The mixture was stirred for 30 minutes with a gradual temperature increase to room temperature, to which 10 ml of ethyl formate was added at room temperature, followed by stirring for 3 hours. Then, the reaction mixture was cooled to 5° C.,... Solvent: O1CCCC1 (tetrahydrofuran), O1CCCC1 (tetrahydrofuran). As a reaction SMILES: [H-].[Na+].[Cl:3][C:4]1[C:9]([O:10][CH:11]([CH3:13])[CH3:12])=[CH:8][C:7]([CH2:14][C:15]([O:17][CH2:18][CH3:19])=[O:16])=[C:6]([F:20])[CH:5]=1.[CH:21](OCC)=[O:22].Cl>O1CCCC1>[Cl:3][C:4]1[C:9]([O:10][CH:11]([CH3:12])[CH3:13])=[CH:8][C:7]([CH:14]([CH:21]=[O:22])[C:15]([O:17][CH2:18][CH3:19])=[O:16])=[C:6]([F:20])[CH:5]=1 |f:0.1|. Yields the product ClC1=CC(=C(C=C1OC(C)C)C(C(=O)OCC)C=O)F (ethyl 2-(4-chloro-2-fluoro-5-isopropoxyphenyl)-2-formylacetate). Reaction conditions: time 30 minute. Starting materials: Cc1cc(Cl)c(OCCc2ccc(CC(CNC(=O)OC(C)(C)C)C(=O)N(Cc3cccc(Cl)c3Cl)C3CC3)cc2)c(Cl)c1, ClCCl, Cl. The product is Cc1cc(Cl)c(OCCc2ccc(CC(CN)C(=O)N(Cc3cccc(Cl)c3Cl)C3CC3)cc2)c(Cl)c1. Reaction SMILES: [CH:1]1([N:4]([C:5]([CH:6]([CH2:7][NH:8][C:9](=[O:10])[O:11][C:12]([CH3:13])([CH3:14])[CH3:15])[CH2:16][c:17]2[cH:18][cH:19][c:20]([CH2:23][CH2:24][O:25][c:26]3[c:27]([Cl:34])[cH:28][c:29]([CH3:33])[cH:30][c:31]3[Cl:32])[cH:21][cH:22]2)=[O:35])[CH2:36][c:37]2[c:38]([Cl:44])[c:39]([Cl:43])[cH:40][cH:41][cH:42]2)[CH2:2][CH2:3]1.[Cl:46][CH2:47][Cl:48].[ClH:45]>>[CH:1]1([N:4]([C:5]([CH:6]([CH2:7][NH2:8])[CH2:16][c:17]2[cH:18][cH:19][c:20]([CH2:23][CH2:24][O:25][c:26]3[c:27]([Cl:34])[cH:28][c:29]([CH3:33])[cH:30][c:31]3[Cl:32])[cH:21][cH:22]2)=[O:35])[CH2:36][c:37]2[c:38]([Cl:44])[c:39]([Cl:43])[cH:40][cH:41][cH:42]2)[CH2:2][CH2:3]1. Reactants: O=C1N(CCCC1(C1=CC=CC=C1)C1=CC=CC=C1)CC(=O)O (2-(2-oxo-3,3-diphenylpiperidin-1-yl)acetic acid), Cl.Cl.C(C1=CC=CC=C1)N1CC(CC1)(N)C (1-benzyl-3-methylpyrrolidin-3-amine dihydrochloride). The product is C(C1=CC=CC=C1)N1CC(CC1)(C)NC(CN1C(C(CCC1)(C1=CC=CC=C1)C1=CC=CC=C1)=O)=O (N-(1-benzyl-3-methylpyrrolidin-3-yl)-2-(2-oxo-3,3-diphenylpiperidin-1-yl)acetamide). As a reaction SMILES: [O:1]=[C:2]1[C:7]([C:14]2[CH:19]=[CH:18][CH:17]=[CH:16][CH:15]=2)([C:8]2[CH:13]=[CH:12][CH:11]=[CH:10][CH:9]=2)[CH2:6][CH2:5][CH2:4][N:3]1[CH2:20][C:21](O)=[O:22].Cl.Cl.[CH2:26]([N:33]1[CH2:37][CH2:36][C:35]([CH3:39])([NH2:38])[CH2:34]1)[C:27]1[CH:32]=[CH:31][CH:30]=[CH:29][CH:28]=1>>[CH2:26]([N:33]1[CH2:37][CH2:36][C:35]([NH:38][C:21](=[O:22])[CH2:20][N:3]2[CH2:4][CH2:5][CH2:6][C:7]([C:14]3[CH:19]=[CH:18][CH:17]=[CH:16][CH:15]=3)([C:8]3[CH:13]=[CH:12][CH:11]=[CH:10][CH:9]=3)[C:2]2=[O:1])([CH3:39])[CH2:34]1)[C:27]1[CH:28]=[CH:29][CH:30]=[CH:31][CH:32]=1 |f:1.2.3|. Procedure: The title compound was prepared as described in Example 28B reacting 2-(2-oxo-3,3-diphenylpiperidin-1-yl)acetic acid (Example 68E) with 1-benzyl-3-methylpyrrolidin-3-amine dihydrochloride. (CAS 181114-76-1). 1H NMR (300 MHz, CDCl3) δ ppm 7.33 (m, 15H), 4.08 (d, J=14.67 Hz, 2H), 4.00 (m, 2H), 3.81 (m, 2H), 3.51 (m, 2H), 3.25 (m, J=2.38 Hz, 1H), 3.05 (d, J=13.88 Hz, 1H), 2.67 (m, 2H), 2.26 (m, 2H), 1.85 (m, 2H), 1.49 (s, 3H); MS (ESI+) m/z 482 (M+H)+.